This data is from the Open Reaction Database (ORD), a public repository of structured organic reaction records. The task is: describe an organic reaction: reactants, conditions, products, and yield Starting materials: C(#C)C1=CC=C(OC2CN3CCC2CC3)C=C1 (3-(4-ethynylphenoxy)quinuclidine), FC(C(=O)NC1=C(C=CC=C1)I)(F)F (2,2,2-trifluoro-N-(2-iodophenyl)acetamide), C1=CC=C(C=C1)P(C2=CC=CC=C2)C3=CC=CC=C3 (PPh3), [O-]P(=O)([O-])[O-].[K+].[K+].[K+] (K3PO4). Reagents/catalysts: [Cu]I (CuI). The solvent is O1CCOCC1 (dioxane), CCOC(=O)C (EtOAc). Product: N12CC(C(CC1)CC2)OC2=CC=C(C=C2)C=2NC1=CC=CC=C1C2 (2-[4-(1-azabicyclo[2.2.2]oct-3-yloxy)phenyl]-1H-indole). RXN SMILES: [C:1]([C:3]1[CH:17]=[CH:16][C:6]([O:7][CH:8]2[CH:13]3[CH2:14][CH2:15][N:10]([CH2:11][CH2:12]3)[CH2:9]2)=[CH:5][CH:4]=1)#[CH:2].FC(F)(F)C([NH:22][C:23]1[CH:28]=[CH:27][CH:26]=[CH:25][C:24]=1I)=O.C1C=CC(P(C2C=CC=CC=2)C2C=CC=CC=2)=CC=1.[O-]P([O-])([O-])=O.[K+].[K+].[K+]>O1CCOCC1.CCOC(C)=O.[Cu]I>[N:10]12[CH2:15][CH2:14][CH:13]([CH2:12][CH2:11]1)[CH:8]([O:7][C:6]1[CH:16]=[CH:17][C:3]([C:1]3[NH:22][C:23]4[C:28]([CH:2]=3)=[CH:27][CH:26]=[CH:25][CH:24]=4)=[CH:4][CH:5]=1)[CH2:9]2 |f:3.4.5.6|. Reported procedure: Under N2, the mixture of product from Example 6A (114 mg, 0.5 mmol), the product from Example 6B (157 mg, 0.5 mmol), CuI (Strem Chemicals, 14 mg, 0.075 mmol), PPh3 (Aldrich, 39 mg, 0.15 mmol) and K3PO4 (212 mg, 1 mmol) in dioxane (5 mL) was stirred at 80° C. for 20 h. After the reaction was complete, it was diluted with EtOAc (30 mL) and washed with brine (2×5 mL). The organic solution was concentrated under reduced pressure and the title compound was purified by chromatography (SiO2, CH2Cl2:MeO... Starting materials: O1C(CCCC1)N1C=NC2=C1C=CC=C2CN ((1-(tetrahydro-2H-pyran-2-yl)-1H-benzo[d]imidazol-4-yl)methanamine), ClC1=NC=C(C(=N1)NC1=NNC(=C1)C1CC1)F (2-Chloro-N-(5-cyclopropyl-1H-pyrazol-3-yl)-5-fluoropyrimidin-4-amine), CCN(C(C)C)C(C)C (DIPEA). The solvent is CC(C)O (IPA). Conditions: temperature 120 celsius. The product is C1(CC1)C1=NNC(=C1)NC1=NC(=NC=C1F)NCC1=CC=CC=2N(C=NC21)C2OCCCC2 (N4-(3-cyclopropyl-1H-pyrazol-5-yl)-5-fluoro-N2-((1-(tetrahydro-2H-pyran-2-yl)-1H-benzo[d]imidazol-4-yl)methyl)pyrimidine-2,4-diamine). Yield: 56.7%. RXN SMILES: [O:1]1[CH2:6][CH2:5][CH2:4][CH2:3][CH:2]1[N:7]1[C:11]2[CH:12]=[CH:13][CH:14]=[C:15]([CH2:16][NH2:17])[C:10]=2[N:9]=[CH:8]1.Cl[C:19]1[N:24]=[C:23]([NH:25][C:26]2[CH:30]=[C:29]([CH:31]3[CH2:33][CH2:32]3)[NH:28][N:27]=2)[C:22]([F:34])=[CH:21][N:20]=1.CCN(C(C)C)C(C)C>CC(O)C>[CH:31]1([C:29]2[CH:30]=[C:26]([NH:25][C:23]3[C:22]([F:34])=[CH:21][N:20]=[C:19]([NH:17][CH2:16][C:15]4[C:10]5[N:9]=[CH:8][N:7]([CH:2]6[CH2:3][CH2:4][CH2:5][CH2:6][O:1]6)[C:11]=5[CH:12]=[CH:13][CH:14]=4)[N:24]=3)[NH:27][N:28]=2)[CH2:33][CH2:32]1. Reported procedure: A tube was charged with 58 (273 mg, 1.18 mmol), 55 (150 mg, 0.59 mmol), DIPEA (0.5 ml) and IPA (4 mL), degassed, sealed and heated at 120° C. for 72 h. The solvent was evaporated in vacuo to afford 150 mg (57%) of N4-(3-cyclopropyl-1H-pyrazol-5-yl)-5-fluoro-N2-((1-(tetrahydro-2H-pyran-2-yl)-1H-benzo[d]imidazol-4-yl)methyl)pyrimidine-2,4-diamine (280)—as yellow solid: MS (ESI) m/z=449.7 [M+1]+. The reactants are CCOc1cc(CN(CC(=O)c2cc(C(C)(C)C)c(O)c(C(C)(C)C)c2)S(=O)(=O)c2ccc([N+](=O)[O-])cc2)c(Br)cc1C(=O)NC, CN(C)C=O, CCOC(C)=O, [H-], [Na+], Sc1ccccc1. Yields the product CCOc1cc(CNCC(=O)c2cc(C(C)(C)C)c(O)c(C(C)(C)C)c2)c(Br)cc1C(=O)NC. As a reaction SMILES: [CH3:10][NH:11][C:12]([c:13]1[c:14]([O:52][CH2:53][CH3:54])[cH:15][c:16]([CH2:20][N:21]([S:22]([c:23]2[cH:24][cH:25][c:26]([N+:27]([O-:28])=[O:29])[cH:30][cH:31]2)(=[O:32])=[O:33])[CH2:34][C:35](=[O:36])[c:37]2[cH:38][c:39]([C:48]([CH3:49])([CH3:50])[CH3:51])[c:40]([OH:47])[c:41]([C:43]([CH3:44])([CH3:45])[CH3:46])[cH:42]2)[c:17]([Br:19])[cH:18]1)=[O:55].[CH3:56][N:57]([CH3:58])[CH:59]=[O:60].[CH3:61][CH2:62][O:63][C:64](=[O:65])[CH3:66].[H-:8].[Na+:9].[SH:1][c:2]1[cH:3][cH:4][cH:5][cH:6][cH:7]1>>[CH3:10][NH:11][C:12]([c:13]1[c:14]([O:52][CH2:53][CH3:54])[cH:15][c:16]([CH2:20][NH:21][CH2:34][C:35](=[O:36])[c:37]2[cH:38][c:39]([C:48]([CH3:49])([CH3:50])[CH3:51])[c:40]([OH:47])[c:41]([C:43]([CH3:44])([CH3:45])[CH3:46])[cH:42]2)[c:17]([Br:19])[cH:18]1)=[O:55]. Reactants: CSC1=C2NC(=NC2=NC=N1)C1=CC=NC=C1 (6-methylthio-8-(4-pyridyl)purine), aqueous solution, C(C)N (ethylamine). Solvent: O (water). Reaction conditions: temperature 150 celsius, time 10 hour. The product is C(C)NC1=C2NC(=NC2=NC=N1)C1=CC=NC=C1 (6-ethylamino-8-(4-pyridyl)purine). As a reaction SMILES: CS[C:3]1[N:11]=[CH:10][N:9]=[C:8]2[C:4]=1[NH:5][C:6]([C:12]1[CH:17]=[CH:16][N:15]=[CH:14][CH:13]=1)=[N:7]2.[CH2:18]([NH2:20])[CH3:19]>O>[CH2:18]([NH:20][C:3]1[N:11]=[CH:10][N:9]=[C:8]2[C:4]=1[NH:5][C:6]([C:12]1[CH:17]=[CH:16][N:15]=[CH:14][CH:13]=1)=[N:7]2)[CH3:19]. Procedure: A mixture of 6 g of 6-methylthio-8-(4-pyridyl)purine, 30 ml of an aqueous solution of 70% ethylamine and 30 ml of water is stirred at 150° C. for 10 hours in an autoclave. The reaction mixture is concentrated and the residual oil is dissolved into methanol. To the solution is added about 3 g of activated charcoal. The mixture is shaken well, filtered and then concentrated. The resulting crystals are recrystallized from a 1:1 mixture of ethanol and water to give 1.7 g of 6-ethylamino-8-(4-pyridyl... Reactants: C([O-])([O-])=O.[K+].[K+] (potassium carbonate), C(Cl)C1CO1 (epichlorohydrin), C(C)(=O)OCC(CCl)OC1OCCCC1 (1-acetyloxy-2-(tetrahydropyran-2-yl)oxy-3-chloropropane), O1C(CCCC1)OCC(CCl)OC(C)=O (1-(tetrahydropyranyloxy)-2-acetyloxy-3-chloropropane), OCC(CCl)OC1OCCCC1 (1-hydroxy-2-(tetrahydropyran-2-yl)oxy-3-chloropropane), C(C)(=O)OCC(CCl)O (1-acetyloxy-3-chloropropan-2-ol), C(C)(=O)OC(CO)CCl (2-acetyloxy-3-chloropropan-1-ol), O1CCCC=C1 (dihydropyran), C1(=CC=C(C=C1)S(=O)(=O)O)C (p-toluenesulfonic acid). Reagents/catalysts: [Fe](Cl)(Cl)Cl (iron trichloride). Run in CO (methanol), C(C)(=O)O (acetic acid). Reaction conditions: time 2 hour. Yields the product OCC(CCl)OC1OCCCC1 (1-hydroxy-2-(tetrahydropyran-2-yl)oxy-3-chloropropane), O1C(CCCC1)OCC(CCl)O (1-(tetrahydropyran-2-yl)oxy-2-hydroxy-3-chloropropane). Reaction SMILES: [OH:1][CH2:2][CH:3]([O:6][CH:7]1[CH2:12][CH2:11][CH2:10][CH2:9][O:8]1)[CH2:4][Cl:5].[CH2:13](C1OC1)[Cl:14].C(OCC(O)CCl)(=O)C.C(OC(CCl)CO)(=O)C.O1C=CCCC1.C1(C)C=CC(S(O)(=O)=O)=CC=1.C(OCC(OC1CCCCO1)CCl)(=O)C.O1CCCCC1OCC(OC(=O)C)CCl.C(=O)([O-])[O-].[K+].[K+]>[Fe](Cl)(Cl)Cl.CO.C(O)(=O)C>[OH:1][CH2:2][CH:3]([O:6][CH:7]1[CH2:12][CH2:11][CH2:10][CH2:9][O:8]1)[CH2:4][Cl:5].[O:8]1[CH2:9][CH2:10][CH2:11][CH2:12][CH:7]1[O:6][CH2:3][CH:2]([OH:1])[CH2:13][Cl:14] |f:8.9.10|. Procedure details: 1-hydroxy-2-(tetrahydropyran-2-yl)oxy-3-chloropropane can be prepared by the following scheme: epichlorohydrin is reacted with acetic acid in the presence of a catalytic amount of iron trichloride to give a mixture of 1-acetyloxy-3-chloropropan-2-ol and 2-acetyloxy-3-chloropropan-1-ol, the major component. The mixture is treated with dihydropyran in the presence of p-toluenesulfonic acid for five hours at 25° C. to give a mixture of 1-acetyloxy-2-(tetrahydropyran-2-yl)oxy-3-chloropropane and 1-(... The reactants are FC(F)(F)c1ccc(Br)nc1, O=C([O-])[O-], CC#N, [K+], [K+], CCOC(=O)c1ccc(O)cc1. Product: CCOC(=O)c1ccc(Oc2ccc(C(F)(F)F)cn2)cc1. Reaction SMILES: [Br:7][c:8]1[n:9][cH:10][c:11]([C:14]([F:15])([F:16])[F:17])[cH:12][cH:13]1.[C:1](=[O:2])([O-:3])[O-:4].[CH3:30][C:31]#[N:32].[K+:5].[K+:6].[OH:18][c:19]1[cH:20][cH:21][c:22]([C:25](=[O:26])[O:27][CH2:28][CH3:29])[cH:23][cH:24]1>>[c:8]1([O:18][c:19]2[cH:20][cH:21][c:22]([C:25](=[O:26])[O:27][CH2:28][CH3:29])[cH:23][cH:24]2)[n:9][cH:10][c:11]([C:14]([F:15])([F:16])[F:17])[cH:12][cH:13]1.